From a dataset of the Open Reaction Database (ORD), a public repository of structured organic reaction records. describe an organic reaction: reactants, conditions, products, and yield Run in C(C)#N (acetonitrile). Yield: 78.5%. RXN SMILES: [NH2:1][C@H:2]([CH3:19])[C@@H:3]([OH:18])[CH2:4][N:5]([CH2:16][CH3:17])[CH2:6][CH2:7][CH2:8][C:9]1[CH:14]=[CH:13][C:12]([F:15])=[CH:11][CH:10]=1.[CH3:20][N:21]1[C:25]([C:26]2[CH:27]=[C:28]([NH:32][C:33](=O)[O:34]C3C=CC=CC=3)[CH:29]=[CH:30][CH:31]=2)=[N:24][N:23]=[N:22]1>C(#N)C>[CH2:16]([N:5]([CH2:6][CH2:7][CH2:8][C:9]1[CH:10]=[CH:11][C:12]([F:15])=[CH:13][CH:14]=1)[CH2:4][C@H:3]([OH:18])[C@H:2]([NH:1][C:33]([NH:32][C:28]1[CH:29]=[CH:30][CH:31]=[C:26]([C:25]2[N:21]([CH3:20])[N:22]=[N:23][N:24]=2)[CH:27]=1)=[O:34])[CH3:19])[CH3:17]. The product is C(C)N(C[C@@H]([C@@H](C)NC(=O)NC1=CC(=CC=C1)C1=NN=NN1C)O)CCCC1=CC=C(C=C1)F (N-((1R,2S)-3-{ethyl[3-(4-fluorophenyl)propyl]amino}-2-hydroxy-1-methylpropyl)-N′-[3-(1-methyl-1H-tetrazol-5-yl)phenyl]urea). Procedure: The product of Step g (50 mg, 0.19 mmol, 1 eq.), phenyl 3-(1-methyl-1H-tetraazol-5-yl)phenylcarbamate (55 mg, 0.19 mmol, 1 eq.) and acetonitrile (3 mL) were mixed at 25° C. under N2 overnight. Worked up by stripping off the solvents then purifying the residue over silica gel in 100% EtOAc to 4:1 EtOAc/MeOH. Obtained 70 mg of a white glass as product. NMR (300 MHz, CDCl3) δ 7.86 (s, 1H); 7.6 (d, 1H, J=7 Hz); 7.38 (t, 1H, J=7 Hz); 7.29 (d, 1H, J=7 Hz); 7.20-7.00 (m, 2H); 6.92 (t, 2H, J=7 Hz); 4.13... Starting materials: N[C@@H]([C@H](CN(CCCC1=CC=C(C=C1)F)CC)O)C ((2S,3R)-3-amino-1-{ethyl[3-(4-fluorophenyl)propyl]amino}butan-2-ol), CN1N=NN=C1C=1C=C(C=CC1)NC(OC1=CC=CC=C1)=O (phenyl 3-(1-methyl-1H-tetraazol-5-yl)phenylcarbamate).